From a dataset of the Open Reaction Database (ORD), a public repository of structured organic reaction records. describe an organic reaction: reactants, conditions, products, and yield Reactants: FC1=CC=C(C=C1)CC(=O)N1C(OC[C@H]1C(C)C)=O ((4R)-3-[(4-fluorophenyl)acetyl]-4-isopropyl-1,3-oxazolidin-2-one), solution, C[Si](C)(C)[N-][Si](C)(C)C.[Na+] (NaHMDS), CC(=O)O (HOAc). Run in C1CCOC1 (THF), C1CCOC1 (THF), CCOCC (ether). Conditions: temperature -78 celsius, time 1 hour. Product: FC1=CC=C(C=C1)[C@H](C(=O)N1C(OC[C@H]1C(C)C)=O)C ((4R)-3-[(2R)-2-(4-fluorophenyl)propanoyl]-4-isopropyl-1,3-oxazolidin-2-one). Yield: 58.0%. Reaction SMILES: [F:1][C:2]1[CH:7]=[CH:6][C:5]([CH2:8][C:9]([N:11]2[C@H:15]([CH:16]([CH3:18])[CH3:17])[CH2:14][O:13][C:12]2=[O:19])=[O:10])=[CH:4][CH:3]=1.[CH3:20][Si]([N-][Si](C)(C)C)(C)C.[Na+].CC(O)=O>C1COCC1.CCOCC>[F:1][C:2]1[CH:7]=[CH:6][C:5]([C@@H:8]([CH3:20])[C:9]([N:11]2[C@H:15]([CH:16]([CH3:17])[CH3:18])[CH2:14][O:13][C:12]2=[O:19])=[O:10])=[CH:4][CH:3]=1 |f:1.2|. Reported procedure: To a solution of (4R)-3-[(4-fluorophenyl)acetyl]-4-isopropyl-1,3-oxazolidin-2-one (4.24 g, 16.0 mmol) in dry THF (80 mL) at −78° C. under argon, was added dropwise 1.0M solution of NaHMDS in THF (17.6 mL, 17.6 mmol) over a period of 10 min. After stirring at −78° C. for 1 h, Mel (5.0 mL, 80.0 mmol) was added. The resulting reaction mixture was stirred at −78° C. for 1 h and −40° C. for 2 h, quenched with HOAc (48 mmol) in ether (20 mL), filtered over celite. The filtrate was concentrated in vacu... Starting materials: CC1=C(C(=C(C(=O)[O-])C=C1)F)Br (Methyl-2-fluoro-bromobenzoate), COCCOC (DME), N1N=CC=C1B(O)O ((1H-pyrazol-5-yl)boronic acid), C(=O)(O)[O-].[Na+] (NaHCO3). The solvent is O (water). Conditions: temperature 23 celsius. Product: FC=1C=CC(=C(C(=O)OC)C1)C1=CC=NN1 (methyl 5-fluoro-2-(1H-pyrazol-5-yl)benzoate). The yield is 44.0%. RXN SMILES: C[C:2]1[CH:10]=[CH:9][C:5](C([O-])=O)=[C:4]([F:11])[C:3]=1Br.[NH:13]1[C:17](B(O)O)=[CH:16][CH:15]=[N:14]1.[C:21]([O-:24])(O)=[O:22].[Na+].[CH3:26]OCCOC>O>[F:11][C:4]1[CH:3]=[CH:2][C:10]([C:17]2[NH:13][N:14]=[CH:15][CH:16]=2)=[C:9]([CH:5]=1)[C:21]([O:24][CH3:26])=[O:22] |f:2.3|. Reported procedure: Methyl-2-fluoro-bromobenzoate (1.0 gram, 4.2 mmol) and (1H-pyrazol-5-yl)boronic acid (485 mg, 4.6 mmol) were combined and dissolved in degassed DME (15 mL) then treated with NaHCO3 (706 mg, 8.4 mmol) in water and the reaction purged with bubbling N2 for 5 minutes. The reaction was treated with Pd(PPh3)4 (243 mg (0.2 mmol) and then purged with bubbling for 5 minutes in a sealed vessel and then heated to reflux for 2 h. The reaction mixture was cooled to 23° C., filtered, and the solid was rinsed ... Starting materials: Cn1ncc2cc([N+](=O)[O-])ccc21, Cl, [Fe], [Na+], [OH-]. Yields the product Cn1ncc2cc(N)ccc21. Reaction SMILES: [CH3:1][n:2]1[n:3][cH:4][c:5]2[cH:6][c:7]([N+:11]([O-:12])=[O:13])[cH:8][cH:9][c:10]12.[ClH:16].[Fe:17].[Na+:15].[OH-:14]>>[CH3:1][n:2]1[n:3][cH:4][c:5]2[cH:6][c:7]([NH2:11])[cH:8][cH:9][c:10]12. Starting materials: C(C1=CC=CC=C1)[C@H]1NC(OC1)=O ((R)-(+)-4-benzyl-2-oxazolidinone), solution, [Li]CCCC (BuLi), hexanes, C(CCC1=CC=CC=C1)(=O)Cl (hydrocinnamoyl chloride), hexanes ethyl acetate. Run in O1CCCC1 (tetrahydrofuran). Reaction conditions: temperature -75 celsius, time 30 minute. The product is C(C1=CC=CC=C1)[C@H]1N(C(OC1)=O)C(CCC1=CC=CC=C1)=O ((R)-4-benzyl-3-(3-phenyl-propionyl)-oxazolidin-2-one). Yield: 88.0%. RXN SMILES: [CH2:1]([C@@H:8]1[CH2:12][O:11][C:10](=[O:13])[NH:9]1)[C:2]1[CH:7]=[CH:6][CH:5]=[CH:4][CH:3]=1.[Li]CCCC.[C:19](Cl)(=[O:28])[CH2:20][CH2:21][C:22]1[CH:27]=[CH:26][CH:25]=[CH:24][CH:23]=1>O1CCCC1>[CH2:1]([C@@H:8]1[CH2:12][O:11][C:10](=[O:13])[N:9]1[C:19](=[O:28])[CH2:20][CH2:21][C:22]1[CH:27]=[CH:26][CH:25]=[CH:24][CH:23]=1)[C:2]1[CH:3]=[CH:4][CH:5]=[CH:6][CH:7]=1. Reported procedure: To a solution of (R)-(+)-4-benzyl-2-oxazolidinone (910 g, 5.14 mol) and 500 mg of 2,2′-dipyridyl as an indicator in tetrahydrofuran (9 L) at −78° C. was added over 30 minutes a 2.5 M solution of BuLi in hexanes (2.03 L, 5.14 mol). The temperature of the reaction mixture was maintained at less than −55° C. during the addition. The reaction mixture was cooled to −75° C. and hydrocinnamoyl chloride (950 g, 5.63 mol) was added over 5 minutes. The reaction mixture was allowed to warm to 0° C., at whi...